From a dataset of the Open Reaction Database (ORD), a public repository of structured organic reaction records. describe an organic reaction: reactants, conditions, products, and yield Run in O1CCCC1 (tetrahydrofuran). RXN SMILES: C[O:2][C:3](=O)[C:4]1[CH:9]=[CH:8][C:7]([CH:10]([N:14]2[CH:18]=[CH:17][N:16]=[CH:15]2)[CH2:11][CH2:12][CH3:13])=[CH:6][CH:5]=1.[H-].[Al+3].[Li+].[H-].[H-].[H-].[OH-].[Na+]>O1CCCC1>[N:14]1([CH:10]([C:7]2[CH:6]=[CH:5][C:4]([CH2:3][OH:2])=[CH:9][CH:8]=2)[CH2:11][CH2:12][CH3:13])[CH:18]=[CH:17][N:16]=[CH:15]1 |f:1.2.3.4.5.6,7.8|. Reaction conditions: time 1 hour. Product: N1(C=NC=C1)C(CCC)C1=CC=C(CO)C=C1 (4-[1-(1-imidazolyl)-butyl]-benzyl alcohol). Procedure details: 1.0 g of benzoic acid methyl ester of example 1 is dissolved in 15 ml of tetrahydrofuran and mixed with 0.15 g (3.9 mmol) of lithium aluminum hydride and left at room temperature for 1 hour. The reaction solution is mixed with 50% sodium hydroxide solution and the organic phase is decanted. The organic phase is concentrated by evaporation in a vacuum and distilled on a bulb tube, boiling point 200° C./0.03 mbar. 0.6 g of 4-[1-(1-imidazolyl)-butyl]-benzyl alcohol is obtained. The yield is 67.3%. Reactants: [H-].[Al+3].[Li+].[H-].[H-].[H-] (lithium aluminum hydride), COC(C1=CC=C(C=C1)C(CCC)N1C=NC=C1)=O (4-[1-(1-imidazolyl)-butyl]benzoic acid methyl ester), [OH-].[Na+] (sodium hydroxide).